This data is from the Open Reaction Database (ORD), a public repository of structured organic reaction records. The task is: describe an organic reaction: reactants, conditions, products, and yield Reactants: ClCCCCBr, Nc1ncc(Br)nc1OCC1CCC1, CN(C)C=O, [H-], [Na+]. Yields the product Brc1cnc(N2CCCC2)c(OCC2CCC2)n1. RXN SMILES: [Br:17][CH2:18][CH2:19][CH2:20][CH2:21][Cl:22].[Br:3][c:4]1[n:5][c:6]([O:11][CH2:12][CH:13]2[CH2:14][CH2:15][CH2:16]2)[c:7]([NH2:10])[n:8][cH:9]1.[CH3:23][N:24]([CH3:25])[CH:26]=[O:27].[H-:1].[Na+:2]>>[Br:3][c:4]1[n:5][c:6]([O:11][CH2:12][CH:13]2[CH2:14][CH2:15][CH2:16]2)[c:7]([N:10]2[CH2:18][CH2:19][CH2:20][CH2:21]2)[n:8][cH:9]1. Reactants: C1CCC2=NCCCN2CC1 (DBU), C(C)(C)S(=O)(=O)Cl (isopropylsulfonyl chloride), FC=1C=C(C=CC1)C1C(CCC1)N (2-(3-fluoro-phenyl)-cyclopentylamine). The solvent is C(Cl)Cl (methylene chloride), C(Cl)Cl (methylene chloride). Reaction conditions: temperature 0 celsius, time 60 minute. Product: FC=1C=C(C=CC1)[C@@H]1[C@@H](CCC1)NS(=O)(=O)C(C)C ((+,−) Cis-Propane-2-sulfonic Acid [2-(3-fluoro-phenyl)-cyclopentyl]-amide). As a reaction SMILES: [F:1][C:2]1[CH:3]=[C:4]([CH:8]2[CH2:12][CH2:11][CH2:10][CH:9]2[NH2:13])[CH:5]=[CH:6][CH:7]=1.C1CCN2C(=NCCC2)CC1.[CH:25]([S:28](Cl)(=[O:30])=[O:29])([CH3:27])[CH3:26]>C(Cl)Cl>[F:1][C:2]1[CH:3]=[C:4]([C@H:8]2[CH2:12][CH2:11][CH2:10][C@H:9]2[NH:13][S:28]([CH:25]([CH3:27])[CH3:26])(=[O:30])=[O:29])[CH:5]=[CH:6][CH:7]=1. Reported procedure: A 100 mL round bottom flask equipped with a magnetic stirrer was charged with (+,−) cis-[2-(3-fluoro-phenyl)-cyclopentylamine (650 mg, 3.63 mmol) from preparation 14, methylene chloride (15.0 mL) and the solution cooled to 0° C. DBU (0.65 mL, 4.35 mmol) and isopropylsulfonyl chloride (0.49 mL, 4.35 mmol) were added. The reaction was then stirred at 0° C. for 60.0 minutes and brought to room temperature with stirring overnight. The reaction was diluted with methylene chloride and washed with 1N H...